Dataset: the Open Reaction Database (ORD), a public repository of structured organic reaction records. Task: describe an organic reaction: reactants, conditions, products, and yield The reactants are CCO, C1CCC2OC2C1, C1CC2(CCN1)OCCO2, O=C1CCN(C2CCCCC2O)CC1. Yields the product OC1CCCCC1N1CCC2(CC1)OCCO2. Reaction SMILES: [CH3:32][CH2:33][OH:34].[CH:25]12[O:26][CH:27]1[CH2:28][CH2:29][CH2:30][CH2:31]2.[O:15]1[CH2:16][CH2:17][O:24][C:18]12[CH2:19][CH2:20][NH:21][CH2:22][CH2:23]2.[OH:1][CH:2]1[CH:3]([N:8]2[CH2:9][CH2:10][C:11](=[O:14])[CH2:12][CH2:13]2)[CH2:4][CH2:5][CH2:6][CH2:7]1>>[OH:1][CH:2]1[CH:3]([N:8]2[CH2:9][CH2:10][C:11]3([CH2:12][CH2:13]2)[O:14][CH2:17][CH2:16][O:15]3)[CH2:4][CH2:5][CH2:6][CH2:7]1.